Dataset: the Open Reaction Database (ORD), a public repository of structured organic reaction records. Task: describe an organic reaction: reactants, conditions, products, and yield The reactants are CO, [Cl-], CC(C)(COS(=O)(=O)CCCCl)C(OCc1ccccc1)C(=O)O, O=C(Cl)C(=O)Cl, ClCCl, c1ccncc1. Yields the product COC(=O)C(OCc1ccccc1)C(C)(C)COS(=O)(=O)CCCCl. As a reaction SMILES: [CH3:31][OH:32].[Cl-:39].[Cl:1][CH2:2][CH2:3][CH2:4][S:5](=[O:6])(=[O:7])[O:8][CH2:9][C:10]([CH:11]([C:12](=[O:13])[OH:14])[O:15][CH2:16][c:17]1[cH:18][cH:19][cH:20][cH:21][cH:22]1)([CH3:23])[CH3:24].[Cl:25][C:26]([C:27]([Cl:28])=[O:29])=[O:30].[Cl:40][CH2:41][Cl:42].[cH:33]1[cH:34][cH:35][n:36][cH:37][cH:38]1>>[Cl:1][CH2:2][CH2:3][CH2:4][S:5](=[O:6])(=[O:7])[O:8][CH2:9][C:10]([CH:11]([C:12](=[O:13])[O:14][CH3:26])[O:15][CH2:16][c:17]1[cH:18][cH:19][cH:20][cH:21][cH:22]1)([CH3:23])[CH3:24]. The reactants are C(C1=CC=CC=C1)N=C=S (Benzylisothiocyanate), C(C)OCC (diethyl ether), C1OC=2C=C(C=CC2O1)N=C=O (3,4-(methylendioxy)phenyl-isocyanate), SO2Cl2. Yields the product C(C1=CC=CC=C1)N1C(N(SC1=O)C1=CC2=C(C=C1)OCO2)=O (4-Benzyl 2-((3,4-methylendioxy)phenyl)-[1,2,4]thiadiazolidine-3,5-dione). RXN SMILES: [CH2:1]([N:8]=[C:9]=[S:10])[C:2]1[CH:7]=[CH:6][CH:5]=[CH:4][CH:3]=1.[CH2:11]1[O:19][C:18]2[CH:17]=[CH:16][C:15]([N:20]=[C:21]=[O:22])=[CH:14][C:13]=2[O:12]1.C([O:25]CC)C>>[CH2:1]([N:8]1[C:9](=[O:25])[S:10][N:20]([C:15]2[CH:16]=[CH:17][C:18]3[O:19][CH2:11][O:12][C:13]=3[CH:14]=2)[C:21]1=[O:22])[C:2]1[CH:7]=[CH:6][CH:5]=[CH:4][CH:3]=1. Procedure details: Reagents: Benzylisothiocyanate (6.5 mmol, 0.85 mL), 3,4-(methylendioxy)phenyl-isocyanate (6.5 mmol, 1.06 mL) and SO2Cl2 (6.5 mmol, 0.52 mL) in diethyl ether (25 mL). Isolation: filtration of reaction mixture. Purification: recrystallization from MeOH. Reactants: [Si](C)(C)(C(C)(C)C)OC[C@H]1CNC[C@@H]1C1=CC(=CC=C1)F (3-(R)-(t-Butyldimethylsilyloxymethyl)-4-(S)-(3-fluorophenyl) pyrrolidine), O[C@H](C(=O)OCC1=CC=CC=C1)CC1CCC1 (2-(S)Hydroxy-3-(cyclobutyl)propanoic acid, benzyl ester), CCCCCC.CCOC(=O)C (hexane EtOAc). The product is C1(=CC=CC=C1)CCCC1CCN(CC1)C[C@H]1CN(C[C@@H]1C1=CC(=CC=C1)F)[C@@H](C(=O)O)CC1CCC1 (2-(R)-(3-(S)-((4-(3-Phenylpropyl)piperidin-1-yl)methyl)-4-(S)-(3-fluorophenyl)pyrrolidin-1-yl)-3-(cyclobutyl)propanoic acid). As a reaction SMILES: [Si](O[CH2:9][C@@H:10]1[C@@H:14]([C:15]2[CH:20]=[CH:19][CH:18]=[C:17]([F:21])[CH:16]=2)[CH2:13][NH:12][CH2:11]1)(C(C)(C)C)(C)C.O[C@@H:23]([CH2:34][CH:35]1[CH2:38][CH2:37][CH2:36]1)[C:24]([O:26]CC1C=CC=CC=1)=[O:25].[CH3:39][CH2:40][CH2:41][CH2:42][CH2:43][CH3:44].CCO[C:48]([CH3:50])=O>>[C:41]1([CH2:14][CH2:15][CH2:16][CH:48]2[CH2:50][CH2:13][N:12]([CH2:9][C@@H:10]3[C@@H:14]([C:15]4[CH:20]=[CH:19][CH:18]=[C:17]([F:21])[CH:16]=4)[CH2:13][N:12]([C@H:23]([CH2:34][CH:35]4[CH2:36][CH2:37][CH2:38]4)[C:24]([OH:26])=[O:25])[CH2:11]3)[CH2:11][CH2:10]2)[CH:40]=[CH:39][CH:44]=[CH:43][CH:42]=1 |f:2.3|. Procedure details: The title compound was prepared from 3-(R)-(t-butyldimethylsilyloxymethyl)-4-(S)-(3-fluorophenyl)pyrrolidine (from EXAMPLE 20, Step H) and 2-(S)-hydroxy-3-(cyclobutyl)propanoic acid, benzyl ester (from EXAMPLE 25, Step A) using procedures analogous to those described in EXAMPLE 1, Steps G-I. For the title compound: RF: 0.60 (7:3 v/v hexane/EtOAc); 1H NMR (300 MHz) 1.57-2.08 (m, 8H), 2.29 (m, 1H), 2.73 (br t, 1H), 2.92 (m, 1H), 3.14-3.34 (m, 4H), 3.56 (br q, 1H), 5.16 (s, 2H), 6.886.99 (m, 3H), 7... Starting materials: [I-].C(C1=CC=CC=C1)(C1=CC=CC=C1)OC(=O)C1=C(CS[C@H]2N1C(C2NC(C(C=2N=C(SC2)NC=O)=NOCC(=O)OC(C)(C)C)=O)=O)C[P+](C2=CC=CC=C2)(C2=CC=CC=C2)C2=CC=CC=C2 ([4-Benzhydryloxycarbonyl-7-{2-tert-butoxycarbonylmethoxyimino-2-(2-formamidothiazol-4-yl)acetamido}-3-cephem-3-yl]methyltriphenyl-phosphonium iodide), C([O-])([O-])=O.[Na+].[Na+] (sodium carbonate), Cl (hydrochloric acid). Solvent: C(Cl)Cl (methylene chloride), O (water), C=O (formaldehyde). Conditions: time 3 hour. Product: C(C)(C)(C)OC(=O)CON=C(C(=O)NC1[C@@H]2N(C(=C(CS2)C=C)C(=O)OC(C2=CC=CC=C2)C2=CC=CC=C2)C1=O)C=1N=C(SC1)NC=O (benzhydryl 7-[2-tert-butoxycarbonylmethoxyimino-2-(2-formamidothiazol-4-yl)acetamido]-3-vinyl-3-cephem-4-carboxylate). RXN SMILES: [I-].[CH:2]([O:15][C:16]([C:18]1[N:23]2[C:24](=[O:48])[CH:25]([NH:26][C:27](=[O:47])[C:28](=[N:37][O:38][CH2:39][C:40]([O:42][C:43]([CH3:46])([CH3:45])[CH3:44])=[O:41])[C:29]3[N:30]=[C:31]([NH:34][CH:35]=[O:36])[S:32][CH:33]=3)[C@H:22]2[S:21][CH2:20][C:19]=1[CH2:49][P+](C1C=CC=CC=1)(C1C=CC=CC=1)C1C=CC=CC=1)=[O:17])([C:9]1[CH:14]=[CH:13][CH:12]=[CH:11][CH:10]=1)[C:3]1[CH:8]=[CH:7][CH:6]=[CH:5][CH:4]=1.[C:69](=O)([O-])[O-].[Na+].[Na+].Cl>C(Cl)Cl.O.C=O>[C:43]([O:42][C:40]([CH2:39][O:38][N:37]=[C:28]([C:29]1[N:30]=[C:31]([NH:34][CH:35]=[O:36])[S:32][CH:33]=1)[C:27]([NH:26][CH:25]1[C:24](=[O:48])[N:23]2[C:18]([C:16]([O:15][CH:2]([C:9]3[CH:10]=[CH:11][CH:12]=[CH:13][CH:14]=3)[C:3]3[CH:8]=[CH:7][CH:6]=[CH:5][CH:4]=3)=[O:17])=[C:19]([CH:49]=[CH2:69])[CH2:20][S:21][C@H:22]12)=[O:47])=[O:41])([CH3:45])([CH3:44])[CH3:46] |f:0.1,2.3.4|. Procedure: [4-Benzhydryloxycarbonyl-7-{2-tert-butoxycarbonylmethoxyimino-2-(2-formamidothiazol-4-yl)acetamido}-3-cephem-3-yl]methyltriphenyl-phosphonium iodide (syn isomer)(0.59 g) was dissolved in a mixture of methylene chloride (20 ml), water (10 ml) and 36% aqueous formaldehyde (1 ml), followed by adjusting to pH 8.0 with 20% aqueous sodium carbonate. After stirring for 3 hours at 30°-35° C., the reaction mixture was further adjusted to pH 2.0 with 10% hydrochloric acid and then extracted with methylene... Reactants: O=C=NCc1ccccc1, CCO, CC1(C)c2ccc([N+](=O)[O-])cc2C(N)C1O. Product: CC1(C)c2ccc([N+](=O)[O-])cc2C(NC(=O)NCc2ccccc2)C1O. Reaction SMILES: [CH2:17]([c:18]1[cH:19][cH:20][cH:21][cH:22][cH:23]1)[N:24]=[C:25]=[O:26].[CH3:27][CH2:28][OH:29].[NH2:1][CH:2]1[CH:3]([OH:16])[C:4]([CH3:14])([CH3:15])[c:5]2[cH:6][cH:7][c:8]([N+:11](=[O:12])[O-:13])[cH:9][c:10]21>>[NH:1]([CH:2]1[CH:3]([OH:16])[C:4]([CH3:14])([CH3:15])[c:5]2[cH:6][cH:7][c:8]([N+:11](=[O:12])[O-:13])[cH:9][c:10]21)[C:25]([NH:24][CH2:17][c:18]1[cH:19][cH:20][cH:21][cH:22][cH:23]1)=[O:26]. Starting materials: ClC1=CC=C(C(=O)NN)C=C1 (p-chlorobenzoic hydrazide), ClCC(=O)Cl (chloroacetyl chloride). Solvent: O1CCOCC1 (dioxane). Product: ClCC(=O)NNC(C1=CC=C(C=C1)Cl)=O (N'-chloroacetyl-4-chlorobenzoic hydrazide). As a reaction SMILES: [Cl:1][C:2]1[CH:11]=[CH:10][C:5]([C:6]([NH:8][NH2:9])=[O:7])=[CH:4][CH:3]=1.[Cl:12][CH2:13][C:14](Cl)=[O:15]>O1CCOCC1>[Cl:12][CH2:13][C:14]([NH:9][NH:8][C:6](=[O:7])[C:5]1[CH:10]=[CH:11][C:2]([Cl:1])=[CH:3][CH:4]=1)=[O:15]. Procedure details: To a solution of p-chlorobenzoic hydrazide (11.2 g) in dioxane (100 ml) was added chloroacetyl chloride (6 ml). The resulting mixture was refluxed for three hours cooled to room temperature and filtered. The resulting solid was washed with ethyl ether and dried to yield N'-chloroacetyl-4-chlorobenzoic hydrazide as white solid. Starting materials: CI (methyl iodide), CC=1N=C2N(C(C1CC)=O)C(=CC=C2)C (2,6-dimethyl-3-ethyl-4-oxo-4H-pyrido[1,2-a]pyrimidine), Cl (hydrochloric acid), [BH4-].[Na+] (sodium tetrahydroborate). Solvent: CC(=O)C (acetone), C(C)O (ethanol), O (water). Reaction conditions: time 24 hour. Product: Cl.CN1C2N(C(C(C1C)CC)=O)C(CCC2)C (1,2,6-trimethyl-3-ethyl-1,2,3,6,7,8,9,9a-octahydro-4-oxo-4H-pyrido[1,2-a]pyrimidine hydrochloride). Isolated yield 41.0%. RXN SMILES: [CH3:1][C:2]1[N:3]=[C:4]2[CH:14]=[CH:13][CH:12]=[C:11]([CH3:15])[N:5]2[C:6](=[O:10])[C:7]=1[CH2:8][CH3:9].[CH3:16]I.[BH4-].[Na+].[ClH:20]>C(O)C.O.CC(C)=O>[ClH:20].[CH3:16][N:3]1[CH:2]([CH3:1])[CH:7]([CH2:8][CH3:9])[C:6](=[O:10])[N:5]2[CH:11]([CH3:15])[CH2:12][CH2:13][CH2:14][CH:4]12 |f:2.3,8.9|. Procedure details: 0.01 moles of 2,6-dimethyl-3-ethyl-4-oxo-4H-pyrido[1,2-a]pyrimidine are dissolved in 20 ml. of acetone, 0.03 moles of methyl iodide are added and the mixture is kept in a bomb tube at 150° C. for 24 hours. The solution is evaporated to dryness, the residue is dissolved in 15 ml. of methanol and a solution of 0.05 moles of sodium tetrahydroborate (III) in 10 ml. of water is added. After 4 hours the methanol is distilled off and the aqueous phase is extracted with three 20-ml. portions of chlorofo...